Task: describe an organic reaction: reactants, conditions, products, and yield. Dataset: the Open Reaction Database (ORD), a public repository of structured organic reaction records Reactants: COC1=NC=C(C(=N1)OC)C=1C(OC2=CC(=CC=C2C1C)OC)=O (3-(2,4-dimethoxy-pyrimidin-5-yl)-7-methoxy-4-methyl-chromen-2-one), [Li+].C[Si](C)(C)[N-][Si](C)(C)C (LiHMDS), C1CC(=O)N(C1=O)Br (NBS). Solvent: C1CCOC1 (THF), C1CCOC1 (THF). Conditions: temperature -78 celsius, time 20 minute. Yields the product BrCC1=C(C(OC2=CC(=CC=C12)OC)=O)C=1C(=NC(=NC1)OC)OC (4-Bromomethyl-3-(2,4-dimethoxy-pyrimidin-5-yl)-7-methoxy-chromen-2-one). RXN SMILES: [CH3:1][O:2][C:3]1[N:8]=[C:7]([O:9][CH3:10])[C:6]([C:11]2[C:12](=[O:24])[O:13][C:14]3[C:19]([C:20]=2[CH3:21])=[CH:18][CH:17]=[C:16]([O:22][CH3:23])[CH:15]=3)=[CH:5][N:4]=1.[Li+].C[Si]([N-][Si](C)(C)C)(C)C.C1C(=O)N([Br:42])C(=O)C1>C1COCC1>[Br:42][CH2:21][C:20]1[C:19]2[C:14](=[CH:15][C:16]([O:22][CH3:23])=[CH:17][CH:18]=2)[O:13][C:12](=[O:24])[C:11]=1[C:6]1[C:7]([O:9][CH3:10])=[N:8][C:3]([O:2][CH3:1])=[N:4][CH:5]=1 |f:1.2|. Reported procedure: To a solution of 3-(2,4-dimethoxy-pyrimidin-5-yl)-7-methoxy-4-methyl-chromen-2-one (210 mg, 0.64 mmoL) in anhydrous THF (5 mL) at −78° C. was added LiHMDS (1.0 M, 1.28 mmoL, 1.28 mL) dropwise. The resulting reddish solution was stirred at −78° C. for 20 min. To this solution was added NBS (114 mg, 0.64 mmoL) in THF (2 mL) slowly. The reaction was stirred for 2 hours at −78° C. and then quenched with sat. NaHCO3, warmed to room temperature. THF was removed in vacuo and the residue was partitioned... Reactants: NC1=C(C=C(C=N1)C1=CC=C(C(=O)OC)C=C1)C=1N=CC2=C(C=CC(=C2C1)Cl)F (methyl 4-[6-amino-5-(5-chloro-8-fluoroisoquinolin-3-yl)-pyridin-3-yl]-benzoate), BrC=1C=C(C(=NC1)N)C=1N=CC2=C(C=CC(=C2C1)Cl)F (5-bromo-3-(5-chloro-8-fluoroisoquinolin-3-yl)-pyridin-2-ylamine), C(=O)(OC)C=1C=C(C=CC1)B(O)O (3-(carbomethoxy)phenylboronic acid), C(=O)([O-])[O-].[Cs+].[Cs+] (Cs2CO3). The reagents and catalysts are C=1C=CC(=CC1)[P](C=2C=CC=CC2)(C=3C=CC=CC3)[Pd]([P](C=4C=CC=CC4)(C=5C=CC=CC5)C=6C=CC=CC6)([P](C=7C=CC=CC7)(C=8C=CC=CC8)C=9C=CC=CC9)[P](C=1C=CC=CC1)(C=1C=CC=CC1)C=1C=CC=CC1 (Pd(PPh3)4). Yields the product NC1=C(C=C(C=N1)C=1C=C(C(=O)OC)C=CC1)C=1N=CC2=C(C=CC(=C2C1)Cl)F (Methyl 3-[6-Amino-5-(5-chloro-8-fluoroisoquinolin-3-yl)-pyridin-3-yl]-benzoate). RXN SMILES: [NH2:1][C:2]1[N:7]=[CH:6][C:5](C2C=CC(C(OC)=O)=CC=2)=[CH:4][C:3]=1[C:18]1[N:19]=[CH:20][C:21]2[C:26]([CH:27]=1)=[C:25]([Cl:28])[CH:24]=[CH:23][C:22]=2[F:29].BrC1C=C(C2N=CC3C(C=2)=C(Cl)C=CC=3F)C(N)=NC=1.[C:50]([C:54]1[CH:55]=[C:56](B(O)O)[CH:57]=[CH:58][CH:59]=1)([O:52][CH3:53])=[O:51].C([O-])([O-])=O.[Cs+].[Cs+]>C1C=CC([P]([Pd]([P](C2C=CC=CC=2)(C2C=CC=CC=2)C2C=CC=CC=2)([P](C2C=CC=CC=2)(C2C=CC=CC=2)C2C=CC=CC=2)[P](C2C=CC=CC=2)(C2C=CC=CC=2)C2C=CC=CC=2)(C2C=CC=CC=2)C2C=CC=CC=2)=CC=1>[NH2:1][C:2]1[N:7]=[CH:6][C:5]([C:58]2[CH:59]=[C:54]([CH:55]=[CH:56][CH:57]=2)[C:50]([O:52][CH3:53])=[O:51])=[CH:4][C:3]=1[C:18]1[N:19]=[CH:20][C:21]2[C:26]([CH:27]=1)=[C:25]([Cl:28])[CH:24]=[CH:23][C:22]=2[F:29] |f:3.4.5,^1:72,74,93,112|. Procedure: Following the procedure for methyl 4-[6-amino-5-(5-chloro-8-fluoroisoquinolin-3-yl)-pyridin-3-yl]-benzoate, the title compound was prepared from 5-bromo-3-(5-chloro-8-fluoroisoquinolin-3-yl)-pyridin-2-ylamine (BB4) (0.4 g, 1.13 mmol), 3-(carbomethoxy)phenylboronic acid (0.214 g, 1.2 mmol), Pd(PPh3)4 (5 mol %) and Cs2CO3 (0.89 g, 2.3 mmol). 1H NMR (CDCl3, 300 MHz): δ=6.59 (bs, 2H), 7.20 (dd, J=8.4, 7.8 Hz, 1H), 7.55 (t, J=7.8 Hz, 1H), 7.43 (dd, J=5.2, 4.8 Hz, 1H), 7.80 (dd, J=6.8, 2.4 Hz, 1H), 8.... Reactants: COC(C1=C(C=C(C(=C1)[N+](=O)[O-])NC)N(CC)CC)=O (2-diethylamino-4-methylamino-5-nitro-benzoic acid methyl ester). Reagents/catalysts: [Pd] (Pd/C). The product is COC(C1=C(C=C(C(=C1)N)NC)N(CC)CC)=O (5-Amino-2-diethylamino-4-methylamino-benzoic acid methyl ester). The yield is 94.7%. As a reaction SMILES: [CH3:1][O:2][C:3](=[O:20])[C:4]1[CH:9]=[C:8]([N+:10]([O-])=O)[C:7]([NH:13][CH3:14])=[CH:6][C:5]=1[N:15]([CH2:18][CH3:19])[CH2:16][CH3:17]>[Pd]>[CH3:1][O:2][C:3](=[O:20])[C:4]1[CH:9]=[C:8]([NH2:10])[C:7]([NH:13][CH3:14])=[CH:6][C:5]=1[N:15]([CH2:16][CH3:17])[CH2:18][CH3:19]. Procedure details: 5-Amino-2-diethylamino-4-methylamino-benzoic acid methyl ester (1.015 g) was prepared by following General Procedure B starting from 2-diethylamino-4-methylamino-5-nitro-benzoic acid methyl ester (1.2 g) and Pd/C (10% by weight, 120 mg). The crude product was used in the next step without further purification. Starting materials: C1(CCCCC1)N=C=NC1CCCCC1 (Dicyclohexylcarbodiimide), ice ethanol, C(C1=CC=CC=C1)OC(=O)N[C@@H](CC1=CNC=N1)C(=O)O (Nα -benzyloxycarbonyl-histidine), ON1C(CCC1=O)=O (N-hydroxysuccinimide), C(=O)(NC1CCCCC1)NC1CCCCC1 (dicyclohexylurea), Cl.COC([C@H](N)CC1=CNC2=CC=CC=C12)=O (D-tryptophan methyl ester hydrochloride), material, C1(CCCCC1)N=C=NC1CCCCC1 (dicyclohexylcarbodiimide). The solvent is CN(C)C=O (DMF). Run at time 24 hour. Product: COC([C@H](NC([C@@H](NC(=O)OCC1=CC=CC=C1)CC1=CNC=N1)=O)CC1=CNC2=CC=CC=C12)=O (Nα -Benzyloxycarbonyl-histidyl-D-tryptophan Methyl Ester). RXN SMILES: C1(N=C=NC2CCCCC2)CCCCC1.[CH2:16]([O:23][C:24]([NH:26][C@H:27]([C:34]([OH:36])=O)[CH2:28][C:29]1[N:33]=[CH:32][NH:31][CH:30]=1)=[O:25])[C:17]1[CH:22]=[CH:21][CH:20]=[CH:19][CH:18]=1.ON1C(=O)CCC1=O.Cl.[CH3:46][O:47][C:48](=[O:61])[C@@H:49]([CH2:51][C:52]1[C:60]2[C:55](=[CH:56][CH:57]=[CH:58][CH:59]=2)[NH:54][CH:53]=1)[NH2:50].C(NC1CCCCC1)(NC1CCCCC1)=O>CN(C=O)C>[CH3:46][O:47][C:48](=[O:61])[C@@H:49]([CH2:51][C:52]1[C:60]2[C:55](=[CH:56][CH:57]=[CH:58][CH:59]=2)[NH:54][CH:53]=1)[NH:50][C:34](=[O:36])[C@H:27]([CH2:28][C:29]1[N:33]=[CH:32][NH:31][CH:30]=1)[NH:26][C:24]([O:23][CH2:16][C:17]1[CH:18]=[CH:19][CH:20]=[CH:21][CH:22]=1)=[O:25] |f:3.4|. Procedure: Dicyclohexylcarbodiimide (DCC, ca. 95 g, 0.46 mol) was added to a -5° C. (ice-ethanol bath) solution of Nα -benzyloxycarbonyl-histidine (19, 143.5 g, 0.50 mol), N-hydroxysuccinimide (HOSU, 23, 77.5 g, 0.62 mol) and the freshly prepared free base form of 22 (114.5 g, ca. 0.52 mol) in DMF (ca. 3L). The resulting reaction solution was allowed to stir for 24 hours while warming to room temperature. HPLC analysis at this point showed the reaction to be incomplete. The reaction solution was then coole... Reactants: C(C)O (ethanol), FC1=C(C(=O)O)C=C(C(=C1)F)F (2,4,5-trifluorobenzoic acid), C(C(=O)Cl)(=O)Cl (oxalyl chloride). The reagents and catalysts are CN(C=O)C (N,N-dimethylformamide). Run in ClCCl (dichloromethane), ClCCl (dichloromethane). Run at time 45 minute. The product is C(C)OC(C1=C(C=C(C(=C1)F)F)F)=O (2,4,5-Trifluorobenzoic acid ethyl ester). The yield is 97.3%. Reaction SMILES: [F:1][C:2]1[CH:10]=[C:9]([F:11])[C:8]([F:12])=[CH:7][C:3]=1[C:4]([OH:6])=[O:5].[C:13](Cl)(=O)[C:14](Cl)=O.C(O)C>ClCCl.CN(C)C=O>[CH2:13]([O:5][C:4](=[O:6])[C:3]1[CH:7]=[C:8]([F:12])[C:9]([F:11])=[CH:10][C:2]=1[F:1])[CH3:14]. Procedure details: To a solution of 2,4,5-trifluorobenzoic acid (10.85 g, 61.6 mmol) in dichloromethane (100 mL) is added oxalyl chloride (13.5 mL, 154 mmol) and N,N-dimethylformamide (1 drop). After 45 minutes, the reaction mixture is concentrated under vacuum. The resulting residue is dissolved in dichloromethane (100 mL), and to this solution is added ethanol (18 mL, 310 mmol). After 30 minutes, the reaction mixture is diluted with dichloromethane and washed with saturated NaHCO3, water, and brine. The organic ...